This data is from the Open Reaction Database (ORD), a public repository of structured organic reaction records. The task is: describe an organic reaction: reactants, conditions, products, and yield Starting materials: Cc1[nH]cc2c(=O)n(-c3ccc(Cl)cc3)nc-2c1CCCOC(=O)c1ccccc1, CO, [Na+], [OH-]. Product: Cc1[nH]cc2c(=O)n(-c3ccc(Cl)cc3)nc-2c1CCCO. As a reaction SMILES: [C:3](=[O:4])([c:5]1[cH:6][cH:7][cH:8][cH:9][cH:10]1)[O:11][CH2:12][CH2:13][CH2:14][c:15]1[c:16]2[n:24][n:23](-[c:25]3[cH:26][cH:27][c:28]([Cl:31])[cH:29][cH:30]3)[c:22](=[O:32])[c:17]-2[cH:18][nH:19][c:20]1[CH3:21].[CH3:33][OH:34].[Na+:2].[OH-:1]>>[OH:11][CH2:12][CH2:13][CH2:14][c:15]1[c:16]2[n:24][n:23](-[c:25]3[cH:26][cH:27][c:28]([Cl:31])[cH:29][cH:30]3)[c:22](=[O:32])[c:17]-2[cH:18][nH:19][c:20]1[CH3:21]. Reactants: CC(C)(C)OC(=O)Nc1sc(-c2c(F)cccc2F)nc1C(=O)O, O=C(NC1CCCN(c2c([N+](=O)[O-])cnn2CC2CC2)CC1)C(F)(F)F. Product: CC(C)(C)OC(=O)Nc1sc(-c2c(F)cccc2F)nc1C(=O)Nc1cnn(CC2CC2)c1N1CCCC(NC(=O)C(F)(F)F)CC1. As a reaction SMILES: [C:27]([CH3:28])([CH3:29])([CH3:30])[O:31][C:32](=[O:33])[NH:34][c:35]1[c:36]([C:48](=[O:49])[OH:50])[n:37][c:38](-[c:40]2[c:41]([F:47])[cH:42][cH:43][cH:44][c:45]2[F:46])[s:39]1.[CH:1]1([CH2:4][n:5]2[n:6][cH:7][c:8]([N+:24]([O-:25])=[O:26])[c:9]2[N:10]2[CH2:11][CH2:12][CH:13]([NH:17][C:18]([C:19]([F:20])([F:21])[F:22])=[O:23])[CH2:14][CH2:15][CH2:16]2)[CH2:2][CH2:3]1>>[CH:1]1([CH2:4][n:5]2[n:6][cH:7][c:8]([NH:24][C:48]([c:36]3[c:35]([NH:34][C:32]([O:31][C:27]([CH3:28])([CH3:29])[CH3:30])=[O:33])[s:39][c:38](-[c:40]4[c:41]([F:47])[cH:42][cH:43][cH:44][c:45]4[F:46])[n:37]3)=[O:49])[c:9]2[N:10]2[CH2:11][CH2:12][CH:13]([NH:17][C:18]([C:19]([F:20])([F:21])[F:22])=[O:23])[CH2:14][CH2:15][CH2:16]2)[CH2:2][CH2:3]1. Starting materials: FC1=CC=C(C=C1)CN1C(=NC2=C1C=CC=C2)NC2CCN(CC2)CCNC(=S)N (N-[2-[4-[[1-[(4-fluorophenyl)methyl]-1H-benzimidazol-2-yl]amino]-1-piperidinyl]ethyl]thiourea), C([O-])([O-])=O.[K+].[K+] (potassium carbonate), BrCC(=O)C1=CC=CC=C1 (2-bromo-1-phenylethanone). Solvent: CO (methanol), CO (methanol). Reaction conditions: time 8 hour. Yields the product FC1=CC=C(C=C1)CN1C(=NC2=C1C=CC=C2)NC2CCN(CC2)CCNC=2SC=C(N2)C2=CC=CC=C2 (1-[(4-fluorophenyl)methyl]-N-[1-[2-[(4-phenyl-2-thiazolyl)amino]ethyl]-4-piperidinyl]-1H-benzimidazol-2-amine). Reaction SMILES: [F:1][C:2]1[CH:7]=[CH:6][C:5]([CH2:8][N:9]2[C:13]3[CH:14]=[CH:15][CH:16]=[CH:17][C:12]=3[N:11]=[C:10]2[NH:18][CH:19]2[CH2:24][CH2:23][N:22]([CH2:25][CH2:26][NH:27][C:28]([NH2:30])=[S:29])[CH2:21][CH2:20]2)=[CH:4][CH:3]=1.C(=O)([O-])[O-].[K+].[K+].Br[CH2:38][C:39]([C:41]1[CH:46]=[CH:45][CH:44]=[CH:43][CH:42]=1)=O>CO>[F:1][C:2]1[CH:7]=[CH:6][C:5]([CH2:8][N:9]2[C:13]3[CH:14]=[CH:15][CH:16]=[CH:17][C:12]=3[N:11]=[C:10]2[NH:18][CH:19]2[CH2:24][CH2:23][N:22]([CH2:25][CH2:26][NH:27][C:28]3[S:29][CH:38]=[C:39]([C:41]4[CH:46]=[CH:45][CH:44]=[CH:43][CH:42]=4)[N:30]=3)[CH2:21][CH2:20]2)=[CH:4][CH:3]=1 |f:1.2.3|. Reported procedure: To a stirred mixture of 4.3 parts of N-[2-[4-[[1-[(4-fluorophenyl)methyl]-1H-benzimidazol-2-yl]amino]-1-piperidinyl]ethyl]thiourea, 2.1 parts of potassium carbonate and 40 parts of methanol was added dropwise a solution of 2 parts of 2-bromo-1-phenylethanone in methanol. Upon completion, stirring was continued for overnight at room temperature. The reaction mixture was filtered over Hyflo and the filtrate was evaporated. The residue was purified by column chromatography over silica gel using a m... The reactants are CS(C)=O, CCN(C(C)C)C(C)C, Clc1ccc(Cl)nn1, Cc1onc(-c2ccc(F)cc2)c1CN. The product is Cc1onc(-c2ccc(F)cc2)c1CNc1ccc(Cl)nn1. Reaction SMILES: [CH3:33][S:34]([CH3:35])=[O:36].[CH:24]([N:25]([CH2:26][CH3:27])[CH:28]([CH3:29])[CH3:30])([CH3:31])[CH3:32].[Cl:16][c:17]1[n:18][n:19][c:20]([Cl:23])[cH:21][cH:22]1.[F:1][c:2]1[cH:3][cH:4][c:5](-[c:8]2[n:9][o:10][c:11]([CH3:15])[c:12]2[CH2:13][NH2:14])[cH:6][cH:7]1>>[F:1][c:2]1[cH:3][cH:4][c:5](-[c:8]2[n:9][o:10][c:11]([CH3:15])[c:12]2[CH2:13][NH:14][c:20]2[n:19][n:18][c:17]([Cl:16])[cH:22][cH:21]2)[cH:6][cH:7]1. The reactants are ClC=1C=C2C=CNC2=CC1 (5-chloroindole), [OH-].[Na+] (NaOH), BrCCBr (1,2-dibromoethane). Reagents/catalysts: [Br-].C(CCC)[N+](CCCC)(CCCC)CCCC (tetrabutyl-ammonium bromide). Conditions: time 3 hour. Yields the product BrCCN1C=CC2=CC(=CC=C12)Cl (1-(2-bromoethyl)-5-chloroindole). The yield is 69.0%. Reaction SMILES: [Cl:1][C:2]1[CH:3]=[C:4]2[C:8](=[CH:9][CH:10]=1)[NH:7][CH:6]=[CH:5]2.[OH-].[Na+].[Br:13][CH2:14][CH2:15]Br>[Br-].C([N+](CCCC)(CCCC)CCCC)CCC>[Br:13][CH2:14][CH2:15][N:7]1[C:8]2[C:4](=[CH:3][C:2]([Cl:1])=[CH:10][CH:9]=2)[CH:5]=[CH:6]1 |f:1.2,4.5|. Procedure details: A solution of 1 g of 5-chloroindole in 30 ml of 1,2-dibromoethane was treated with 30 ml of 28% NaOH and 80 mg of tetrabutyl-ammonium bromide. The mixture was stirred at 50° for 3 hours. The phases were separated and the aqueous phase was extracted with toluene. The combined organic phases were washed with water and dried over sodium sulfate. The solvent was distilled off and the residue was chromatographed over 150 g of silica gel with hexane-ethyl acetate (5:1). There were obtained 1.17 g (69%... Starting materials: CN(C)C=O (DMF), C(C)S (ethyl mercaptan), N1(CCCC1)CCOC1=CC=C(C=C1)C=1SC2=C(C1C(C1=CC=C(C=C1)OC)=O)C=CC=C2 (2-[4-(2-Pyrrolidinoethoxy)phenyl]-3-(4-methoxybenzoyl)benzothiophene), [H-].[Na+] (Sodium hydride). Solvent: C(C)O (Ethanol). Reaction conditions: temperature 75 celsius. The product is N1(CCCC1)CCOC1=CC=C(C=C1)C=1SC2=C(C1C(C1=CC=C(C=C1)O)=O)C=CC=C2 (2-[4-(2-Pyrrolidinoethoxy)phenyl]-3-(4-hydroxybenzoyl)benzothiophene). As a reaction SMILES: CN(C=O)C.[N:6]1([CH2:11][CH2:12][O:13][C:14]2[CH:19]=[CH:18][C:17]([C:20]3[S:21][C:22]4[CH:38]=[CH:37][CH:36]=[CH:35][C:23]=4[C:24]=3[C:25](=[O:34])[C:26]3[CH:31]=[CH:30][C:29]([O:32]C)=[CH:28][CH:27]=3)=[CH:16][CH:15]=2)[CH2:10][CH2:9][CH2:8][CH2:7]1.[H-].[Na+].C(S)C>C(O)C>[N:6]1([CH2:11][CH2:12][O:13][C:14]2[CH:19]=[CH:18][C:17]([C:20]3[S:21][C:22]4[CH:38]=[CH:37][CH:36]=[CH:35][C:23]=4[C:24]=3[C:25](=[O:34])[C:26]3[CH:31]=[CH:30][C:29]([OH:32])=[CH:28][CH:27]=3)=[CH:16][CH:15]=2)[CH2:7][CH2:8][CH2:9][CH2:10]1 |f:2.3|. Reported procedure: To 50 ml. of dry DMF were added 1.2 g. (2.6 mmole) of the product from Example 16. Sodium hydride (625 mg.; 26 mmole) was added to the mixture under a nitrogen atmosphere. To the resulting mixture then were slowly added by syringe 620 mg. (10 mmole) of ethyl mercaptan. A vigorous effervescence occurred. When the effervescence had ceased, the reaction mixture was heated at 75° C. in an oil bath for 12 hours. Ethanol (5 ml.) then was added dropwise. The resulting mixture was evaporated to dryness,... Starting materials: NC=1C=2N(N=C(C1)SCC=1CS[C@H]3N(C1C(=O)O)C(C3NC(CC(CCl)=O)=O)=O)N=NN2 (3-[(8-amino-6-tetrazolo[1,5-b]pyridazinyl)thiomethyl]-7-(4-chloro-3-oxobutyramido)-3-cephem-4-carboxylic acid), N(=O)[O-].[Na+] (sodium nitrite). Solvent: C(C)(=O)O (acetic acid), O (water). Reaction conditions: time 3.5 hour. The product is NC=1C=2N(N=C(C1)SCC=1CS[C@H]3N(C1C(=O)O)C(C3NC(C(C(CCl)=O)=NO)=O)=O)N=NN2 (3-[(8-amino-6-tetrazolo[1,5-b]pyridazinyl)thiomethyl]-7-(4-chloro-2-hydroxyimino-3-oxobutyramido)-3-cephem-4-carboxylic acid). As a reaction SMILES: [NH2:1][C:2]1[C:3]2[N:4]([N:30]=[N:31][N:32]=2)[N:5]=[C:6]([S:8][CH2:9][C:10]2[CH2:11][S:12][C@@H:13]3[CH:20]([NH:21][C:22](=[O:28])[CH2:23][C:24](=[O:27])[CH2:25][Cl:26])[C:19](=[O:29])[N:14]3[C:15]=2[C:16]([OH:18])=[O:17])[CH:7]=1.[N:33]([O-])=[O:34].[Na+]>C(O)(=O)C.O>[NH2:1][C:2]1[C:3]2[N:4]([N:30]=[N:31][N:32]=2)[N:5]=[C:6]([S:8][CH2:9][C:10]2[CH2:11][S:12][C@@H:13]3[CH:20]([NH:21][C:22](=[O:28])[C:23](=[N:33][OH:34])[C:24](=[O:27])[CH2:25][Cl:26])[C:19](=[O:29])[N:14]3[C:15]=2[C:16]([OH:18])=[O:17])[CH:7]=1 |f:1.2|. Reported procedure: To a stirred solution of 3-[(8-amino-6-tetrazolo[1,5-b]pyridazinyl)thiomethyl]-7-(4-chloro-3-oxobutyramido)-3-cephem-4-carboxylic acid (6.72 g; 0.0171 mole) in acetic acid (60 ml), a solution of sodium nitrite (1.65 g; 0.0239 mole) in water (6 ml) was added at 5°-10° C. After stirring for 3.5 hours at room temperature, the reaction mixture was quenched with brine and extracted with ethyl acetate (4×200 ml). The combined extracts were washed with water, dried over NaSO4 and evaporated to a foam. ... Product: CS(=O)(=O)NC1CCCc2c1[nH]c1ccc(Br)cc21. Starting materials: NC1CCCc2c1[nH]c1ccc(Br)cc21, C, O=S(=O)(Cl)Cl. As a reaction SMILES: [Br:1][c:2]1[cH:3][c:4]2[c:5]3[c:10]([nH:11][c:12]2[cH:13][cH:14]1)[CH:9]([NH2:15])[CH2:8][CH2:7][CH2:6]3.[CH4:21].[S:16](=[O:17])(=[O:18])([Cl:19])[Cl:20]>>[Br:1][c:2]1[cH:3][c:4]2[c:5]3[c:10]([nH:11][c:12]2[cH:13][cH:14]1)[CH:9]([NH:15][S:16](=[O:17])(=[O:18])[CH3:21])[CH2:8][CH2:7][CH2:6]3.